Dataset: the Open Reaction Database (ORD), a public repository of structured organic reaction records. Task: describe an organic reaction: reactants, conditions, products, and yield The reactants are CCCC(=O)Cl, CC(=O)OCCCNc1c(N)cnc2cccnc12, ClCCl. Yields the product CCCC(=O)Nc1cnc2cccnc2c1NCCCOC(C)=O, Cl. RXN SMILES: [C:1]([CH2:2][CH2:3][CH3:4])(=[O:5])[Cl:6].[C:7]([CH3:8])(=[O:9])[O:10][CH2:11][CH2:12][CH2:13][NH:14][c:15]1[c:16]([NH2:25])[cH:17][n:18][c:19]2[cH:20][cH:21][cH:22][n:23][c:24]12.[Cl:26][CH2:27][Cl:28]>>[C:1]([CH2:2][CH2:3][CH3:4])(=[O:5])[NH:25][c:16]1[c:15]([NH:14][CH2:13][CH2:12][CH2:11][O:10][C:7]([CH3:8])=[O:9])[c:24]2[c:19]([n:18][cH:17]1)[cH:20][cH:21][cH:22][n:23]2.[ClH:6]. Starting materials: C(C)OC(C1=C(C=CC=C1)OC1=CC(=C(C=C1)CCCO)OCCCCCCCCCC)=O (2-[3-(decyloxy)-4-(3-hydroxypropyl)phenoxy]benzoic acid ethyl ester), CC(=O)C.OS(=O)(=O)O.O=[Cr](=O)=O (Jones reagent). Solvent: CCOCC (ether), CCOCC (ether). Conditions: time 1 hour. Product: C(C)OC(CCC1=C(C=C(C=C1)OC1=C(C=CC=C1)C(=O)OCC)OCCCCCCCCCC)=O (2-(decyloxy)-4-[2-(ethoxycarbonyl)phenoxy]benzenepropanoic acid ethyl ester). RXN SMILES: [CH2:1]([O:3][C:4](=[O:33])[C:5]1[CH:10]=[CH:9][CH:8]=[CH:7][C:6]=1[O:11][C:12]1[CH:17]=[CH:16][C:15]([CH2:18][CH2:19][CH2:20][OH:21])=[C:14]([O:22][CH2:23][CH2:24][CH2:25][CH2:26][CH2:27][CH2:28][CH2:29][CH2:30][CH2:31][CH3:32])[CH:13]=1)[CH3:2].[CH3:34][C:35](C)=O.[OH:38]S(O)(=O)=O.O=[Cr](=O)=O>CCOCC>[CH2:34]([O:21][C:20](=[O:38])[CH2:19][CH2:18][C:15]1[CH:16]=[CH:17][C:12]([O:11][C:6]2[CH:7]=[CH:8][CH:9]=[CH:10][C:5]=2[C:4]([O:3][CH2:1][CH3:2])=[O:33])=[CH:13][C:14]=1[O:22][CH2:23][CH2:24][CH2:25][CH2:26][CH2:27][CH2:28][CH2:29][CH2:30][CH2:31][CH3:32])[CH3:35] |f:1.2.3|. Procedure details: To a solution of 490 mg of 2-[3-(decyloxy)-4-(3-hydroxypropyl)phenoxy]benzoic acid ethyl ester in ether were added 1 ml of Jones reagent (chromic acid solution). After stirring for 1 hour, additional ether was added and the solution washed with a sodium bisulfite solution. The organic layer was dried and concentrated in vacuo. To the residue were added ethanol and a few drops of sulfuric acid. The mixture was refluxed overnight, cooled to room temperature, and concentrated in vacuo. Ethyl acetat... Reactants: Cl.NC[C@@H]1O[C@@H](CC2=C1C=CC(=C2O)O)C2=CC=CC=C2 (cis-1-(aminomethyl)-3-phenyl-3,4-dihydro-5,6-dihydroxy-1H-2-benzopyran hydrochloride), Cl.C(C=C)NC[C@@H]1O[C@@H](CC2=C1C=CC(=C2O)O)C2CCCCC2 (cis-1-[(allylamino)methyl]-3-cyclohexyl-3,4-dihydro-5,6-dihydroxy-1H-2-benzopyranhydrochloride), Cl.C(C=C)NC[C@@H]1O[C@@H](CC2=C1C=CC(=C2O)O)C2=CC=CC=C2 (cis-1-[(allylamino)methyl]-3-phenyl-3,4-dihydro-5,6-dihydroxy-1H-2-benzopyranhydrochloride). Yields the product Cl.NC[C@@H]1O[C@@H](CC2=C1C=CC(=C2O)O)C2CCCCC2 (cis-1-(aminomethyl)-3-cyclohexyl-3,4-dihydro-5,6-dihydroxy- 1H-2-benzopyran hydrochloride). As a reaction SMILES: [ClH:1].[NH2:2][CH2:3][C@H:4]1[C:9]2[CH:10]=[CH:11][C:12]([OH:15])=[C:13]([OH:14])[C:8]=2[CH2:7][C@@H:6]([C:16]2[CH:21]=[CH:20][CH:19]=[CH:18][CH:17]=2)[O:5]1.Cl.C(NC[C@H]1C2C=CC(O)=C(O)C=2C[C@@H](C2CCCCC2)O1)C=C.Cl.C(NC[C@H]1C2C=CC(O)=C(O)C=2C[C@@H](C2C=CC=CC=2)O1)C=C>>[ClH:1].[NH2:2][CH2:3][C@H:4]1[C:9]2[CH:10]=[CH:11][C:12]([OH:15])=[C:13]([OH:14])[C:8]=2[CH2:7][C@@H:6]([CH:16]2[CH2:17][CH2:18][CH2:19][CH2:20][CH2:21]2)[O:5]1 |f:0.1,2.3,4.5,6.7|. Procedure details: cis-1-(aminomethyl)-3-phenyl-3,4-dihydro-5,6-dihydroxy-1H-2-benzopyran hydrochloride; cis-1-[(allylamino)methyl]-3-cyclohexyl-3,4-dihydro-5,6-dihydroxy-1H-2-benzopyranhydrochloride; cis-1-[(allylamino)methyl]-3-phenyl-3,4-dihydro-5,6-dihydroxy-1H-2-benzopyranhydrochloride; The reactants are CNC(=O)C(Cc1ccc2ccccc2c1)N1CCN(C(=O)C(Cc2ccc(F)cc2)NC(=O)OC(C)(C)C)C(CC2CC2)C1=O, COc1ccccc1, ClCCl, O=C(O)C(F)(F)F. Yields the product O=C(O)C(F)(F)F, CNC(=O)C(Cc1ccc2ccccc2c1)N1CCN(C(=O)C(N)Cc2ccc(F)cc2)C(CC2CC2)C1=O. Reaction SMILES: [C:1]([O:2][C:3](=[O:4])[NH:7][CH:8]([C:9](=[O:10])[N:11]1[CH:12]([CH2:34][CH:35]2[CH2:36][CH2:37]2)[C:13](=[O:33])[N:14]([CH:17]([CH2:18][c:19]2[cH:20][c:21]3[cH:22][cH:23][cH:24][cH:25][c:26]3[cH:27][cH:28]2)[C:29]([NH:30][CH3:31])=[O:32])[CH2:15][CH2:16]1)[CH2:38][c:39]1[cH:40][cH:41][c:42]([F:45])[cH:43][cH:44]1)([CH3:5])([CH3:6])[CH3:46].[CH3:54][O:55][c:56]1[cH:57][cH:58][cH:59][cH:60][cH:61]1.[Cl:62][CH2:63][Cl:64].[F:47][C:48]([C:49](=[O:50])[OH:51])([F:52])[F:53]>>[F:47][C:48]([C:49](=[O:50])[OH:51])([F:52])[F:53].[NH2:7][CH:8]([C:9](=[O:10])[N:11]1[CH:12]([CH2:34][CH:35]2[CH2:36][CH2:37]2)[C:13](=[O:33])[N:14]([CH:17]([CH2:18][c:19]2[cH:20][c:21]3[cH:22][cH:23][cH:24][cH:25][c:26]3[cH:27][cH:28]2)[C:29]([NH:30][CH3:31])=[O:32])[CH2:15][CH2:16]1)[CH2:38][c:39]1[cH:40][cH:41][c:42]([F:45])[cH:43][cH:44]1. Starting materials: O=C([O-])O, COCOc1ccc(Cc2c(C)cc(O[Si](C(C)C)(C(C)C)C(C)C)cc2C)cc1C=O, ClCCl, [Na+], O=C(OO)c1cccc(Cl)c1. The product is COCOc1ccc(Cc2c(C)cc(O[Si](C(C)C)(C(C)C)C(C)C)cc2C)cc1O. Reaction SMILES: [C:44](=[O:45])([OH:46])[O-:47].[CH3:1][c:2]1[c:3]([CH2:4][c:5]2[cH:6][cH:7][c:8]([O:13][CH2:14][O:15][CH3:16])[c:9]([CH:10]=[O:11])[cH:12]2)[c:17]([CH3:32])[cH:18][c:19]([O:21][Si:22]([CH:23]([CH3:24])[CH3:25])([CH:26]([CH3:27])[CH3:28])[CH:29]([CH3:30])[CH3:31])[cH:20]1.[Cl:49][CH2:50][Cl:51].[Na+:48].[OH:33][O:34][C:35]([c:36]1[cH:37][c:38]([Cl:39])[cH:40][cH:41][cH:42]1)=[O:43]>>[CH3:1][c:2]1[c:3]([CH2:4][c:5]2[cH:6][cH:7][c:8]([O:13][CH2:14][O:15][CH3:16])[c:9]([OH:33])[cH:12]2)[c:17]([CH3:32])[cH:18][c:19]([O:21][Si:22]([CH:23]([CH3:24])[CH3:25])([CH:26]([CH3:27])[CH3:28])[CH:29]([CH3:30])[CH3:31])[cH:20]1. The product is CC(C)(C)OC(=O)NC(Cc1ccccc1)c1cc(-c2ccccc2OCc2ccccc2)nc(N)c1CO. Reaction SMILES: [BH4-:40].[CH3:42][CH2:43][OH:44].[NH2:1][c:2]1[n:3][c:4](-[c:26]2[c:27]([O:32][CH2:33][c:34]3[cH:35][cH:36][cH:37][cH:38][cH:39]3)[cH:28][cH:29][cH:30][cH:31]2)[cH:5][c:6]([CH:10]([CH2:11][c:12]2[cH:13][cH:14][cH:15][cH:16][cH:17]2)[NH:18][C:19]([O:20][C:21]([CH3:22])([CH3:23])[CH3:24])=[O:25])[c:7]1[CH:8]=[O:9].[Na+:41]>>[NH2:1][c:2]1[n:3][c:4](-[c:26]2[c:27]([O:32][CH2:33][c:34]3[cH:35][cH:36][cH:37][cH:38][cH:39]3)[cH:28][cH:29][cH:30][cH:31]2)[cH:5][c:6]([CH:10]([CH2:11][c:12]2[cH:13][cH:14][cH:15][cH:16][cH:17]2)[NH:18][C:19]([O:20][C:21]([CH3:22])([CH3:23])[CH3:24])=[O:25])[c:7]1[CH2:8][OH:9]. Reactants: [BH4-], CCO, CC(C)(C)OC(=O)NC(Cc1ccccc1)c1cc(-c2ccccc2OCc2ccccc2)nc(N)c1C=O, [Na+]. The reactants are NC1=C(C(C2=CC=CC=C2)=NN)C=C(C=C1)F (2-amino-5-fluorobenzophenone hydrazone), [OH-].[K+] (potassium hydroxide). Solvent: C(COCCO)O (diethylene glycol). Product: FC=1C=C(C(N)=CC1)CC1=CC=CC=C1 (4-fluoro-α-phenyl-o-toluidine). As a reaction SMILES: [NH2:1][C:2]1[CH:16]=[CH:15][C:14]([F:17])=[CH:13][C:3]=1[C:4](=NN)[C:5]1[CH:10]=[CH:9][CH:8]=[CH:7][CH:6]=1.[OH-].[K+]>C(O)COCCO>[F:17][C:14]1[CH:13]=[C:3]([CH2:4][C:5]2[CH:6]=[CH:7][CH:8]=[CH:9][CH:10]=2)[C:2](=[CH:16][CH:15]=1)[NH2:1] |f:1.2|. Procedure: In the manner given in Preparation 11, 2-amino-5-fluorobenzophenone hydrazone is refluxed with potassium hydroxide in diethylene glycol to give 4-fluoro-α-phenyl-o-toluidine.